Task: describe an organic reaction: reactants, conditions, products, and yield. Dataset: the Open Reaction Database (ORD), a public repository of structured organic reaction records Starting materials: Cl.O1CCOCC1 (hydrochloric acid dioxane), O (water), C(C)(C)(C)OC(=O)N1C(=NC2(C1=O)CCN(CC2)S(=O)(=O)CCC2=C(C=C(C=C2)C(=O)OC(C)(C)C)C)C2=CC(=CC(=C2)C(F)(F)F)OCCC#C (8-[2-(4-tert-butoxycarbonyl-2-methyl-phenyl)-ethanesulfonyl]-2-(3-but-3-ynyloxy-5-trifluoromethyl-phenyl)-4-oxo-1,3,8-triaza-spiro[4.5]dec-1-ene-3-carboxylic acid tert-butyl ester). Run at time 5 hour. Product: C(CC#C)OC=1C=C(C=C(C1)C(F)(F)F)C1=NC2(C(N1)=O)CCN(CC2)S(=O)(=O)CCC2=C(C=C(C(=O)O)C=C2)C (4-{2-[2-(3-but-3-ynyloxy-5-trifluoromethyl-phenyl)-4-oxo-1,3,8-triaza-spiro[4.5]dec-1-ene-8-sulfonyl]-ethyl}-3-methyl-benzoic acid). RXN SMILES: Cl.O1CCOCC1.O.C(OC([N:16]1[C:20](=[O:21])[C:19]2([CH2:26][CH2:25][N:24]([S:27]([CH2:30][CH2:31][C:32]3[CH:37]=[CH:36][C:35]([C:38]([O:40]C(C)(C)C)=[O:39])=[CH:34][C:33]=3[CH3:45])(=[O:29])=[O:28])[CH2:23][CH2:22]2)[N:18]=[C:17]1[C:46]1[CH:51]=[C:50]([C:52]([F:55])([F:54])[F:53])[CH:49]=[C:48]([O:56][CH2:57][CH2:58][C:59]#[CH:60])[CH:47]=1)=O)(C)(C)C>>[CH2:57]([O:56][C:48]1[CH:47]=[C:46]([C:17]2[NH:16][C:20](=[O:21])[C:19]3([CH2:26][CH2:25][N:24]([S:27]([CH2:30][CH2:31][C:32]4[CH:37]=[CH:36][C:35]([C:38]([OH:40])=[O:39])=[CH:34][C:33]=4[CH3:45])(=[O:29])=[O:28])[CH2:23][CH2:22]3)[N:18]=2)[CH:51]=[C:50]([C:52]([F:54])([F:55])[F:53])[CH:49]=1)[CH2:58][C:59]#[CH:60] |f:0.1|. Procedure: 4 M hydrochloric acid-dioxane (1.80 ml) and water (0.0173 ml, 0.960 mmol) were added to 8-[2-(4-tert-butoxycarbonyl-2-methyl-phenyl)-ethanesulfonyl]-2-(3-but-3-ynyloxy-5-trifluoromethyl-phenyl)-4-oxo-1,3,8-triaza-spiro[4.5]dec-1-ene-3-carboxylic acid tert-butyl ester (35.9 mg, 0.048 mmol), and the mixture was stirred at room temperature for five hours. The reaction solution was concentrated under reduced pressure to give 4-{2-[2-(3-but-3-ynyloxy-5-trifluoromethyl-phenyl)-4-oxo-1,3,8-triaza-spiro...